describe an organic reaction: reactants, conditions, products, and yield From a dataset of the Open Reaction Database (ORD), a public repository of structured organic reaction records. Starting materials: ClC=1C=C(C(=O)O)C=C(N1)C (2-chloro-6-methylisonicotinic acid), N (ammonia), Cu(II)SO4, [S-2].[Na+].[Na+] (sodium sulphide), crude product. The solvent is O (water). Run at temperature 155 celsius. Yields the product NC=1C=C(C(=O)O)C=C(N1)C (2-amino-6-methylisonicotinic acid). RXN SMILES: Cl[C:2]1[CH:3]=[C:4]([CH:8]=[C:9]([CH3:11])[N:10]=1)[C:5]([OH:7])=[O:6].[NH3:12].[S-2].[Na+].[Na+]>O>[NH2:12][C:2]1[CH:3]=[C:4]([CH:8]=[C:9]([CH3:11])[N:10]=1)[C:5]([OH:7])=[O:6] |f:2.3.4|. Procedure details: 2-chloro-6-methylisonicotinic acid (9 g), of aq ammonia (44 ml), of Cu(II)SO4 (0.9 g) and of sodium sulphide (0.32 g) are added to an autoclave and heated to 155° C. overnight. The crude product is suspended in water to yield 2-amino-6-methylisonicotinic acid (3.6 g). HPLC: Rt=0.37 min (method D) Starting materials: ClC1=CC=CC=C1 (chlorobenzene), C1(=CC=CC=C1)NC1=CC=CC=C1 (diphenylamine), CC(C)([O-])C.[Na+] (sodium-tert-butoxide). The reagents and catalysts are C(C)(=O)[O-].[Pd+2].C(C)(=O)[O-] (palladium (II) acetate), C1(=CC=CC=C1)[B-](C1=CC=CC=C1)(C1=CC=CC=C1)C1=CC=CC=C1.C(C)(C)(C)[PH+](C(C)(C)C)C(C)(C)C (tri-tert-butylphosphonium tetraphenylborate). Run in C=1(C(=CC=CC1)C)C (xylene). Yields the product C1(=CC=CC=C1)N(C1=CC=CC=C1)C1=CC=CC=C1 (triphenylamine). Isolated yield 91.8%. RXN SMILES: Cl[C:2]1[CH:7]=[CH:6][CH:5]=[CH:4][CH:3]=1.[C:8]1([NH:14][C:15]2[CH:20]=[CH:19][CH:18]=[CH:17][CH:16]=2)[CH:13]=[CH:12][CH:11]=[CH:10][CH:9]=1.CC(C)([O-])C.[Na+]>C([O-])(=O)C.[Pd+2].C([O-])(=O)C.C1([B-](C2C=CC=CC=2)(C2C=CC=CC=2)C2C=CC=CC=2)C=CC=CC=1.C([PH+](C(C)(C)C)C(C)(C)C)(C)(C)C.C1(C)C(C)=CC=CC=1>[C:2]1([N:14]([C:15]2[CH:16]=[CH:17][CH:18]=[CH:19][CH:20]=2)[C:8]2[CH:13]=[CH:12][CH:11]=[CH:10][CH:9]=2)[CH:7]=[CH:6][CH:5]=[CH:4][CH:3]=1 |f:2.3,4.5.6,7.8|. Procedure: A 100-ml four-necked flask was equipped with a stirrer, a thermometer and a reflux condenser. 5.403 g (48 mmol) of chlorobenzene, 6.769 g (40 mmol) of diphenylamine, 4.613 g (48 mmol) of sodium-tert-butoxide, 0.002 g (0.01 mmol) of palladium (II) acetate and 5 ml of xylene were weighed in the flask, followed by stirring. Further, 0.021 g (0.04 mmol) of tri-tert-butylphosphonium tetraphenylborate obtained in Example A-1 was weighed in air and added into the flask. The flask was purged with argon,...